From a dataset of the Open Reaction Database (ORD), a public repository of structured organic reaction records. describe an organic reaction: reactants, conditions, products, and yield Starting materials: C(#N)C1=NC=C(C=C1)CCl (2-cyano-5-pyridylmethyl chloride), C(CN)N (ethylenediamine). The solvent is C(C)#N (acetonitrile), C(C)#N (acetonitrile). Conditions: time 3 hour. Product: C(#N)C1=NC=C(C=C1)CNCCN (N-(2-cyano-5-pyridylmethyl)ethylenediamine). The yield is 84.7%. As a reaction SMILES: [C:1]([C:3]1[CH:8]=[CH:7][C:6]([CH2:9]Cl)=[CH:5][N:4]=1)#[N:2].[CH2:11]([NH2:14])[CH2:12][NH2:13]>C(#N)C>[C:1]([C:3]1[CH:8]=[CH:7][C:6]([CH2:9][NH:13][CH2:12][CH2:11][NH2:14])=[CH:5][N:4]=1)#[N:2]. Procedure: A solution of 2-cyano-5-pyridylmethyl chloride (4.6 g) in acetonitrile (20 ml) was added dropwise to a solution of ethylenediamine (9 g) in acetonitrile (50 ml) at 5° to 10° C. After the addition, the mixture was stirred at room temperature for 3 hours. Acetonitrile and the excess of ethylenediamine were distilled off under reduced pressure from the reaction mixture. Dichloromethane was added to the residue, and a portion of it soluble in dichloromethane was separated. Dichloromethane was distil... Starting materials: COc1ccc(Br)cc1C=O, COCCOC, CCOC(C)=O, [Na+], [Na+], O=C([O-])[O-], O, c1ccc(P(c2ccccc2)(c2ccccc2)[Pd](P(c2ccccc2)(c2ccccc2)c2ccccc2)(P(c2ccccc2)(c2ccccc2)c2ccccc2)P(c2ccccc2)(c2ccccc2)c2ccccc2)cc1, OB(O)c1ccsc1. Yields the product COc1ccc(-c2ccsc2)cc1C=O. RXN SMILES: [Br:1][c:2]1[cH:3][cH:4][c:5]([O:10][CH3:11])[c:6]([CH:7]=[O:8])[cH:9]1.[CH2:32]([CH2:33][O:34][CH3:35])[O:36][CH3:37].[CH3:26][CH2:27][O:28][C:29](=[O:30])[CH3:31].[Na+:20].[Na+:21].[O-:22][C:23](=[O:24])[O-:25].[OH2:115].[cH:38]1[cH:39][cH:40][c:41]([P:42]([Pd:43]([P:44]([c:45]2[cH:46][cH:47][cH:48][cH:49][cH:50]2)([c:51]2[cH:52][cH:53][cH:54][cH:55][cH:56]2)[c:57]2[cH:58][cH:59][cH:60][cH:61][cH:62]2)([P:63]([c:64]2[cH:65][cH:66][cH:67][cH:68][cH:69]2)([c:70]2[cH:71][cH:72][cH:73][cH:74][cH:75]2)[c:76]2[cH:77][cH:78][cH:79][cH:80][cH:81]2)[P:82]([c:83]2[cH:84][cH:85][cH:86][cH:87][cH:88]2)([c:89]2[cH:90][cH:91][cH:92][cH:93][cH:94]2)[c:95]2[cH:96][cH:97][cH:98][cH:99][cH:100]2)([c:101]2[cH:102][cH:103][cH:104][cH:105][cH:106]2)[c:107]2[cH:108][cH:109][cH:110][cH:111][cH:112]2)[cH:113][cH:114]1.[s:12]1[cH:13][c:14]([B:17]([OH:18])[OH:19])[cH:15][cH:16]1>>[c:2]1(-[c:14]2[cH:13][s:12][cH:16][cH:15]2)[cH:3][cH:4][c:5]([O:10][CH3:11])[c:6]([CH:7]=[O:8])[cH:9]1. The reactants are C(C)(C)(C)OC(=O)N1CCN(CCC1)C1=CC(=C(C=C1)N)C(NCC(=O)OC)=O (4-[4-Amino-3-(methoxycarbonylmethyl-carbamoyl)-phenyl]-[1,4]diazepane-1-carboxylic acid tert-butyl ester), C(C)OC(OCC)OCC (triethylorthoformate). Conditions: time 18 hour. Product: C(C)(C)(C)OC(=O)N1CCN(CCC1)C=1C=C2C(N(C=NC2=CC1)CC(=O)OC)=O (4-(3-methoxycarbonylmethyl-4-oxo-3,4-dihydro-quinazolin-6-yl)-[1,4]diazepane-1-carboxylic acid tert-butyl ester). RXN SMILES: [C:1]([O:5][C:6]([N:8]1[CH2:14][CH2:13][CH2:12][N:11]([C:15]2[CH:20]=[CH:19][C:18]([NH2:21])=[C:17]([C:22](=[O:29])[NH:23][CH2:24][C:25]([O:27][CH3:28])=[O:26])[CH:16]=2)[CH2:10][CH2:9]1)=[O:7])([CH3:4])([CH3:3])[CH3:2].[CH2:30](OC(OCC)OCC)C>>[C:1]([O:5][C:6]([N:8]1[CH2:14][CH2:13][CH2:12][N:11]([C:15]2[CH:16]=[C:17]3[C:18](=[CH:19][CH:20]=2)[N:21]=[CH:30][N:23]([CH2:24][C:25]([O:27][CH3:28])=[O:26])[C:22]3=[O:29])[CH2:10][CH2:9]1)=[O:7])([CH3:4])([CH3:3])[CH3:2]. Procedure: 4-[4-Amino-3-(methoxycarbonylmethyl-carbamoyl)-phenyl]-[1,4]diazepane-1-carboxylic acid tert-butyl ester (30.6 g) was treated with 375 mL of triethylorthoformate at 125° C. with stirring for 18 hours. At this time, reaction mixture was concentrated in vacuo and the resulting residue was taken up in ethyl acetate and water. The organic phase was washed thrice with 10% KHSO4 aqueous solution, once with water, once with brine. The organic layer was then dried over magnesium sulfate and was filtered... The reactants are C1(=CC=C(C=C1)S(=O)(=O)O)C (p-toluenesulfonic acid), C(C1=CC=CC=C1)OC(=O)N[C@H](C(C=C)O)CC(C)C ((3RS,4S)-4-(benzyloxycarbonyl)amino-6-methylhepten-3-ol), C(C)(=O)OCC (ethyl acetate). Run in COC(C)(C)OC (2,2-dimethoxypropane). Run at time 8 hour. The product is C(C1=CC=CC=C1)OC(=O)N1C(OC([C@@H]1CC(C)C)C=C)(C)C ((4S,5RS)-3-benzyloxycarbonyl-2,2-dimethyl-5-ethenyl-4-isobutyloxazolidine). Isolated yield 1369.8%. Reaction SMILES: [CH2:1]([O:8][C:9]([NH:11][C@@H:12]([CH2:17][CH:18]([CH3:20])[CH3:19])[CH:13]([OH:16])[CH:14]=[CH2:15])=[O:10])[C:2]1[CH:7]=[CH:6][CH:5]=[CH:4][CH:3]=1.[C:21]1(C)[CH:26]=CC(S(O)(=O)=O)=C[CH:22]=1.C(OCC)(=O)C>COC(OC)(C)C>[CH2:1]([O:8][C:9]([N:11]1[C@@H:12]([CH2:17][CH:18]([CH3:20])[CH3:19])[CH:13]([CH:14]=[CH2:15])[O:16][C:21]1([CH3:26])[CH3:22])=[O:10])[C:2]1[CH:7]=[CH:6][CH:5]=[CH:4][CH:3]=1. Procedure: 124 mg of (3RS,4S)-4-(benzyloxycarbonyl)amino-6-methylhepten-3-ol was dissolved in 0.33 ml of 2,2-dimethoxypropane, and 4 mg of dry p-toluenesulfonic acid was added thereto. The mixture was stirred at room temperature overnight. Then, 20 ml of ethyl acetate was added to the reaction solution, and the mixture was washed with a saturated sodium hydrogencarbonate aqueous solution and a saturated sodium chloride aqueous solution. The organic layer was dried over anhydrous magnesium sulfate. The solv...